This data is from the Open Reaction Database (ORD), a public repository of structured organic reaction records. The task is: describe an organic reaction: reactants, conditions, products, and yield Starting materials: C(C1=CC=CC=C1)OC1=CC(=C(C=O)C=C1)OC(C)C (4-(benzyloxy)-2-isopropoxybenzaldehyde), OO (hydrogen peroxide). The solvent is OS(=O)(=O)O (H2SO4), CO (MeOH), O (water). The product is C(C1=CC=CC=C1)OC1=CC(=C(C=C1)O)OC(C)C (4-(benzyloxy)-2-isopropoxyphenol). Reaction SMILES: [CH2:1]([O:8][C:9]1[CH:16]=[CH:15][C:12](C=O)=[C:11]([O:17][CH:18]([CH3:20])[CH3:19])[CH:10]=1)[C:2]1[CH:7]=[CH:6][CH:5]=[CH:4][CH:3]=1.[OH:21]O>OS(O)(=O)=O.CO.O>[CH2:1]([O:8][C:9]1[CH:16]=[CH:15][C:12]([OH:21])=[C:11]([O:17][CH:18]([CH3:20])[CH3:19])[CH:10]=1)[C:2]1[CH:7]=[CH:6][CH:5]=[CH:4][CH:3]=1. Reported procedure: A solution of 4-(benzyloxy)-2-isopropoxybenzaldehyde (2.76 g, 10.21 mmol) and 30 wt % hydrogen peroxide (1.35 mL, 13.07 mmol) in conc. H2SO4 (0.204 mL) and MeOH (20.4 mL) was stirred for 3 h at 25° C. under N2. After this time the mixture was diluted with water (20 mL) and extracted with CH2Cl2 (3×30 mL). The combined extracts were dried (MgSO4) and concentrated in vacuo to afford 4-(benzyloxy)-2-isopropoxyphenol, as a colorless oil. LCMS calc.=281.1; found=281.0 (M+Na)+. The reactants are C(C)(C)(C)OC(N[C@H]([C@@H](C)O)CC1=CC=CC=C1)=O (tert-butyl[(1S,2R)-1-benzyl-2-hydroxypropyl]carbamate), [H-].[Na+] (sodium hydride), BrCC1=C(C=CC(=C1)C(F)(F)F)C1=C(C=C(C(=C1)C(C)C)F)OC (2′-(bromomethyl)-4-fluoro-5-isopropyl-2-methoxy-4′-(trifluoromethyl)biphenyl), BrCC1=C(C=CC(=C1)C(F)(F)F)C1=C(C=C(C(=C1)C(C)C)F)OC (2′-(bromomethyl)-4-fluoro-5-isopropyl-2-methoxy-4′-(trifluoromethyl)biphenyl). The product is C(C1=CC=CC=C1)[C@@H]1N(C(O[C@H]1C)=O)CC1=C(C=CC(=C1)C(F)(F)F)C1=C(C=C(C(=C1)C(C)C)F)OC ((4S,5S)-4-benzyl-3-{[4′-fluoro-5′-isopropyl-2′-methoxy-4-(trifluoromethyl)biphenyl-2-yl]methyl}-5-methyl-1,3-oxazolidin-2-one). Reaction SMILES: C(O[C:6](=[O:19])[NH:7][C@@H:8]([CH2:12][C:13]1[CH:18]=[CH:17][CH:16]=[CH:15][CH:14]=1)[C@H:9]([OH:11])[CH3:10])(C)(C)C.[H-].[Na+].Br[CH2:23][C:24]1[CH:29]=[C:28]([C:30]([F:33])([F:32])[F:31])[CH:27]=[CH:26][C:25]=1[C:34]1[CH:39]=[C:38]([CH:40]([CH3:42])[CH3:41])[C:37]([F:43])=[CH:36][C:35]=1[O:44][CH3:45]>>[CH2:12]([C@H:8]1[C@H:9]([CH3:10])[O:11][C:6](=[O:19])[N:7]1[CH2:23][C:24]1[CH:29]=[C:28]([C:30]([F:31])([F:32])[F:33])[CH:27]=[CH:26][C:25]=1[C:34]1[CH:39]=[C:38]([CH:40]([CH3:42])[CH3:41])[C:37]([F:43])=[CH:36][C:35]=1[O:44][CH3:45])[C:13]1[CH:14]=[CH:15][CH:16]=[CH:17][CH:18]=1 |f:1.2|. Procedure details: tert-butyl[(1S,2R)-1-benzyl-2-hydroxypropyl]carbamate (Step B, 39 mg, 0.148 mmol) was treated with sodium hydride (60% in oil, 12 mg, 0.309 mmol) and 2′-(bromomethyl)-4-fluoro-5-isopropyl-2-methoxy-4′-(trifluoromethyl)biphenyl (Intermediate 10, 50 mg, 0.123 mmol) as described in Example 305 to afford (4S,5S)-4-benzyl-3-{[4′-fluoro-5′-isopropyl-2′-methoxy-4-(trifluoromethyl)biphenyl-2-yl]methyl}-5-methyl-1,3-oxazolidin-2-one as a clear glass. LCMS=516.4 (M+1)+. 1H NMR (CDCl3, 500 MHz, mixture of ... Reaction SMILES: [CH3:1][O:2][c:3]1[cH:4][cH:5][c:6](-[c:9]2[cH:10][cH:11][c:12]([CH2:15][n:16]3[n:17][c:18]4[c:28](=[O:29])[n:27]([CH:30]5[CH2:31][O:32][CH2:33][CH2:34][CH2:35]5)[n:26][c:19]-4[c:20]4[c:21]3[n:22][cH:23][cH:24][cH:25]4)[cH:13][cH:14]2)[cH:7][n:8]1.[CH3:41][OH:42].[Cl:44][CH2:45][Cl:46].[I:36][Si:37]([CH3:38])([CH3:39])[CH3:40].[OH2:43]>>[OH:2][c:3]1[cH:4][cH:5][c:6](-[c:9]2[cH:10][cH:11][c:12]([CH2:15][n:16]3[n:17][c:18]4[c:28](=[O:29])[n:27]([CH:30]5[CH2:31][O:32][CH2:33][CH2:34][CH2:35]5)[n:26][c:19]-4[c:20]4[c:21]3[n:22][cH:23][cH:24][cH:25]4)[cH:13][cH:14]2)[cH:7][n:8]1. Reactants: COc1ccc(-c2ccc(Cn3nc4c(=O)n(C5CCCOC5)nc-4c4cccnc43)cc2)cn1, CO, ClCCl, C[Si](C)(C)I, O. Product: O=c1c2nn(Cc3ccc(-c4ccc(O)nc4)cc3)c3ncccc3c-2nn1C1CCCOC1. Product: COC(C)OCOc1ccccc1[N+](=O)[O-]. The reactants are COC(C)OCCl, CCN(C(C)C)C(C)C, O=[N+]([O-])c1ccccc1O. As a reaction SMILES: [CH3:11][O:12][CH:13]([CH3:14])[O:15][CH2:16][Cl:17].[CH:18]([N:19]([CH2:20][CH3:21])[CH:22]([CH3:23])[CH3:24])([CH3:25])[CH3:26].[OH:1][c:2]1[cH:3][cH:4][cH:5][cH:6][c:7]1[N+:8]([O-:9])=[O:10]>>[O:1]([c:2]1[cH:3][cH:4][cH:5][cH:6][c:7]1[N+:8]([O-:9])=[O:10])[CH2:16][O:15][CH:13]([O:12][CH3:11])[CH3:14]. The reactants are C(CCCCC)N1C(C2C(C2C1)(C1=CC(=CC=C1)C=1N=NNC1[Si](C)(C)C)C)=O (3-hexyl-6-methyl-6-{3-[5-(trimethylsilyl)-1H-1,2,3-triazol4-yl]phenyl}-3-azabicyclo[3.1.0]hexan-2-one), [F-].[K+] (potassium fluoride). Reagents/catalysts: Cl (hydrochloric acid). The solvent is C(C)O (ethanol). The product is C(CCCCC)N1C(C2C(C2C1)(C1=CC(=CC=C1)C1=CN=NN1)C)=O (3-Hexyl-6-methyl-6-[3-(1H-1,2,3-triazol-5-yl)phenyl]-3-azabicyclo[3.1.0]hexan-2-one). Reaction SMILES: [CH2:1]([N:7]1[CH2:12][CH:11]2[CH:9]([C:10]2([CH3:28])[C:13]2[CH:18]=[CH:17][CH:16]=[C:15]([C:19]3[N:20]=[N:21][NH:22][C:23]=3[Si](C)(C)C)[CH:14]=2)[C:8]1=[O:29])[CH2:2][CH2:3][CH2:4][CH2:5][CH3:6].[F-].[K+]>C(O)C.Cl>[CH2:1]([N:7]1[CH2:12][CH:11]2[CH:9]([C:10]2([CH3:28])[C:13]2[CH:18]=[CH:17][CH:16]=[C:15]([C:19]3[NH:20][N:21]=[N:22][CH:23]=3)[CH:14]=2)[C:8]1=[O:29])[CH2:2][CH2:3][CH2:4][CH2:5][CH3:6] |f:1.2|. Procedure details: To a solution of 3-hexyl-6-methyl-6-{3-[5-(trimethylsilyl)-1H-1,2,3-triazol4-yl]phenyl}-3-azabicyclo[3.1.0]hexan-2-one (Preparation 39, 1.2 g, 2.88 mmol) in ethanol (15 ml) was added potassium fluoride (183 mg, 3.17 nmnol) and a few drops of concentrated hydrochloric acid. The mixture was heated at reflux for 1.5 hours and then cooled to room temperature. The solvent was removed in vacuo and the crude residue was dissolved in dichloromethane (40 ml) and washed with 10% potassium carbonate soluti...